This data is from the Open Reaction Database (ORD), a public repository of structured organic reaction records. The task is: describe an organic reaction: reactants, conditions, products, and yield The reactants are CN(C)C=O, FC(F)(F)c1cc(Cl)c(-n2cnc(S)n2)c(Cl)c1, FC(F)=C(F)F, [H-], [Na+], O. The product is FC(F)C(F)(F)c1ncn(-c2c(Cl)cc(C(F)(F)F)cc2Cl)n1. RXN SMILES: [CH3:28][N:29]([CH3:30])[CH:31]=[O:32].[Cl:3][c:4]1[c:5](-[n:15]2[n:16][c:17]([SH:20])[n:18][cH:19]2)[c:6]([Cl:14])[cH:7][c:8]([C:10]([F:11])([F:12])[F:13])[cH:9]1.[F:21][C:22](=[C:23]([F:24])[F:25])[F:26].[H-:1].[Na+:2].[OH2:27]>>[Cl:3][c:4]1[c:5](-[n:15]2[n:16][c:17]([C:23]([CH:22]([F:21])[F:26])([F:24])[F:25])[n:18][cH:19]2)[c:6]([Cl:14])[cH:7][c:8]([C:10]([F:11])([F:12])[F:13])[cH:9]1. Reactants: N=1C(NC=C2C1CCCCCC2)=O (5,6,7,8,9,10-Hexahydrocycloocta[d]pyrimidin-2(3H)-one), O(Cl)Cl.[P+3] (phosphorus (III) oxychloride). Product: ClC=1N=CC2=C(N1)CCCCCC2 (2-chloro-5,6,7,8,9,10-hexahydrocycloocta[d]pyrimidine). RXN SMILES: [N:1]1[C:2](=O)[NH:3][CH:4]=[C:5]2[CH2:12][CH2:11][CH2:10][CH2:9][CH2:8][CH2:7][C:6]=12.O(Cl)[Cl:15].[P+3]>>[Cl:15][C:2]1[N:3]=[CH:4][C:5]2[CH2:12][CH2:11][CH2:10][CH2:9][CH2:8][CH2:7][C:6]=2[N:1]=1 |f:1.2|. Procedure: Crude 5,6,7,8,9,10-Hexahydrocycloocta[d]pyrimidin-2(3H)-one was heated in phosphorus (III) oxychloride (50 mL) for 1.75 h. The solvent was removed under vacuum and the residue was treated with ice water and 1M aqueous potassium carbonate solution, the aqueous layer was extracted with a mixture of diethyl ether and ethyl acetate. The organic layer was dried over anhydrous sodium sulfate and concentrated under vacuum to give 2-chloro-5,6,7,8,9,10-hexahydrocycloocta[d]pyrimidine as a yellow solid, ...